Dataset: the Open Reaction Database (ORD), a public repository of structured organic reaction records. Task: describe an organic reaction: reactants, conditions, products, and yield Reactants: NC1=CC=C(C=C1)[C@H]1CN(CC1)CCC ((S)-3-(4-amino-phenyl)-1-propyl-pyrrolidine), FC([C@@H](C)C=1C=C(C=CC1)S(=O)(=O)Cl)F ((S)-3-(1,1-difluoropropan-2-yl)benzene-1-sulfonyl chloride). Procedure: Following the same procedure as described in Example 1.7, (S)-3-(4-amino-phenyl)-1-propyl-pyrrolidine was coupled with (S)-3-(1,1-difluoropropan-2-yl)benzene-1-sulfonyl chloride to give the title compound. As a reaction SMILES: [NH2:1][C:2]1[CH:7]=[CH:6][C:5]([C@@H:8]2[CH2:12][CH2:11][N:10]([CH2:13][CH2:14][CH3:15])[CH2:9]2)=[CH:4][CH:3]=1.[F:16][CH:17]([F:30])[C@H:18]([C:20]1[CH:21]=[C:22]([S:26](Cl)(=[O:28])=[O:27])[CH:23]=[CH:24][CH:25]=1)[CH3:19]>>[F:30][CH:17]([F:16])[C@H:18]([C:20]1[CH:21]=[C:22]([S:26]([NH:1][C:2]2[CH:3]=[CH:4][C:5]([C@@H:8]3[CH2:12][CH2:11][N:10]([CH2:13][CH2:14][CH3:15])[CH2:9]3)=[CH:6][CH:7]=2)(=[O:28])=[O:27])[CH:23]=[CH:24][CH:25]=1)[CH3:19]. The product is FC([C@@H](C)C=1C=C(C=CC1)S(=O)(=O)NC1=CC=C(C=C1)[C@H]1CN(CC1)CCC)F (3-((S)-2,2-Difluoro-1-methyl-ethyl)-N-[4-((S)-1-propyl-pyrrolidin-3-yl)-phenyl]-benzenesulfonamide). Reactants: saturated aqueous solution, [Cl-].[Na+] (sodium chloride), Cl (hydrochloric acid), [N-]=[N+]=[N-].[Na+] (sodium azide), [Si](C)(C)(C(C)(C)C)OCC[C@H](C(O)C1=CC(=C(C=C1)Cl)Cl)O (4-t-butyldimethylsilyloxy-(2R)-(3,4-dichlorophenyl)butane-1,2-diol), ice, CS(=O)(=O)Cl (methanesulfonyl chloride). The reagents and catalysts are CN(C1=CC=NC=C1)C (4-dimethylaminopyridine). Run in C(C)(=O)OCC (ethyl acetate), CCCCCC (hexane), N1=CC=CC=C1 (pyridine). Conditions: temperature 120 celsius, time 2 hour. Product: N(=[N+]=[N-])C([C@@H](CCO[Si](C)(C)C(C)(C)C)O)C1=CC(=C(C=C1)Cl)Cl (1-Azido-4-t-butyldimethylsilyloxy-(2R)-(3,4-dichlorophenyl)-2-butanol). Isolated yield 85.5%. As a reaction SMILES: [Si:1]([O:8][CH2:9][CH2:10][C@@H:11]([OH:22])[CH:12]([C:14]1[CH:19]=[CH:18][C:17]([Cl:20])=[C:16]([Cl:21])[CH:15]=1)O)([C:4]([CH3:7])([CH3:6])[CH3:5])([CH3:3])[CH3:2].CS(Cl)(=O)=O.Cl.[N-:29]=[N+:30]=[N-:31].[Na+].[Cl-].[Na+]>CN(C)C1C=CN=CC=1.N1C=CC=CC=1.C(OCC)(=O)C.CCCCCC>[N:29]([CH:12]([C:14]1[CH:19]=[CH:18][C:17]([Cl:20])=[C:16]([Cl:21])[CH:15]=1)[C@H:11]([OH:22])[CH2:10][CH2:9][O:8][Si:1]([C:4]([CH3:7])([CH3:6])[CH3:5])([CH3:3])[CH3:2])=[N+:30]=[N-:31] |f:3.4,5.6|. Procedure details: 32.07 g (87.8 mmole) of 4-t-butyldimethylsilyloxy-(2R)-(3,4-dichlorophenyl)butane-1,2-diol [prepared as described in step (c) above] and 1.07 g (8.76 mmole) of 4-dimethylaminopyridine were dissolved in 320 ml of pyridine, and 10.19 ml (0.132 mole) of methanesulfonyl chloride was slowly added dropwise, whilst ice-cooling. The mixture was then stirred under a nitrogen atmosphere at the same temperature for 2 hours. The reaction mixture was then poured into 1500 ml of ice-cooled 10% w/v aqueous hyd... Starting materials: ClC=1C=C(C=C2CCNC12)[N+](=O)[O-] (7-chloro-5-nitroindoline), ClC=1C(C(=C(C(C1Cl)=O)C#N)C#N)=O (2,3-dichloro-5,6-dicyano-1,4-benzoquinone), C(Cl)(Cl)Cl (CHCl3). Run in CC(=O)C (acetone). Product: ClC=1C=C(C=C2C=CNC12)[N+](=O)[O-] (7-Chloro-5-nitroindole). The yield is 78.3%. As a reaction SMILES: [Cl:1][C:2]1[CH:3]=[C:4]([N+:11]([O-:13])=[O:12])[CH:5]=[C:6]2[C:10]=1[NH:9][CH2:8][CH2:7]2.ClC1C(=O)C(C#N)=C(C#N)C(=O)C=1Cl.C(Cl)(Cl)Cl>CC(C)=O>[Cl:1][C:2]1[CH:3]=[C:4]([N+:11]([O-:13])=[O:12])[CH:5]=[C:6]2[C:10]=1[NH:9][CH:8]=[CH:7]2. Procedure: To a solution of 7-chloro-5-nitroindoline (0.23 g, 1.2 mmol) in 20 mL of acetone was added 2,3-dichloro-5,6-dicyano-1,4-benzoquinone until color of the solution turns to dark green. Reaction mixture was concentrated in vacuo providing a dark residue which was subjected to column chromatography (CHCl3, neat) to yield 0.18 g (0.94 mmol, 79%) of the indole. Procedure: At -40°, 420 mg. of sodium borohydride is added in incremental portions to a solution of 800 mg. of (1S,5R,6R,7R,3R)-7-acetoxy-6-[(E)-3-oxo-1-octen-6-ynyl]-3-(4-methoxycarbonyl-1-butyl)-2-oxabicyclo[3,3,0]octane in 24 ml. of methanol and 10 ml. of tetrahydrofuran. The mixture is agitated for 1 hour at -40°. Then the mixture is gently combined with 1 ml. of glacial acetic acid, concentrated under vacuum, the residue combined with methylene chloride, the organic extract shaken with 4% sodium bicar... Yields the product C(C)(=O)O[C@H]1[C@@H]([C@H]2C[C@H](O[C@H]2C1)CCCCC(=O)OC)\C=C\[C@H](CCC#CC)O ((1S,5R,6R,7R,3R)-7-Acetoxy-6-[(E)-(3S)-3-hydroxy-1-octen-6-ynyl]-3-(4-methoxycarbonyl-1-butyl)-2-oxabicyclo[3,3,0]octane). Starting materials: [BH4-].[Na+] (sodium borohydride), C(C)(=O)O[C@H]1[C@@H]([C@H]2C[C@H](O[C@H]2C1)CCCCC(=O)OC)\C=C\C(CCC#CC)=O ((1S,5R,6R,7R,3R)-7-acetoxy-6-[(E)-3-oxo-1-octen-6-ynyl]-3-(4-methoxycarbonyl-1-butyl)-2-oxabicyclo[3,3,0]octane), CO (methanol). Solvent: O1CCCC1 (tetrahydrofuran). Reaction SMILES: [BH4-].[Na+].[C:3]([O:6][C@@H:7]1[CH2:14][C@H:13]2[C@H:9]([CH2:10][C@@H:11]([CH2:15][CH2:16][CH2:17][CH2:18][C:19]([O:21][CH3:22])=[O:20])[O:12]2)[C@H:8]1/[CH:23]=[CH:24]/[C:25](=[O:31])[CH2:26][CH2:27][C:28]#[C:29][CH3:30])(=[O:5])[CH3:4].CO>O1CCCC1>[C:3]([O:6][C@@H:7]1[CH2:14][C@H:13]2[C@H:9]([CH2:10][C@@H:11]([CH2:15][CH2:16][CH2:17][CH2:18][C:19]([O:21][CH3:22])=[O:20])[O:12]2)[C@H:8]1/[CH:23]=[CH:24]/[C@@H:25]([OH:31])[CH2:26][CH2:27][C:28]#[C:29][CH3:30])(=[O:5])[CH3:4] |f:0.1|. Conditions: time 1 hour. Starting materials: [OH-].[Li+] (lithium hydroxide), FC1=CC=C(COC=2N=NC=C3C2N(C(=C3C=O)C)C[C@@H]3[C@H](C3)C)C=C1 (7-(4-fluorobenzyloxy)-3-formyl-2-methyl-1-[(1S,2S)-2-methylcyclopropylmethyl]pyrrolo[2,3-d]pyridazine), Cl (hydrochloric acid). Reagents/catalysts: [N+](=O)([O-])[O-].[Ag+] (silver nitrate). Solvent: O (water), C(C)O (ethanol). Conditions: time 48 hour. Yields the product C(=O)(O)C1=C(N(C2=C(N=NC=C21)OCC2=CC=C(C=C2)F)C[C@@H]2[C@H](C2)C)C (3-Carboxy-7-(4-fluorobenzyloxy)-2-methyl-1-[(1S,2S)-2-methylcyclopropylmethyl]pyrrolo[2.3-d]pyridazine). Isolated yield 51.0%. RXN SMILES: [OH-:1].[Li+].[F:3][C:4]1[CH:28]=[CH:27][C:7]([CH2:8][O:9][C:10]2[N:11]=[N:12][CH:13]=[C:14]3[C:18]([CH:19]=[O:20])=[C:17]([CH3:21])[N:16]([CH2:22][C@H:23]4[CH2:25][C@@H:24]4[CH3:26])[C:15]=23)=[CH:6][CH:5]=1.Cl>O.C(O)C.[N+]([O-])([O-])=O.[Ag+]>[C:19]([C:18]1[C:14]2[C:15](=[C:10]([O:9][CH2:8][C:7]3[CH:6]=[CH:5][C:4]([F:3])=[CH:28][CH:27]=3)[N:11]=[N:12][CH:13]=2)[N:16]([CH2:22][C@H:23]2[CH2:25][C@@H:24]2[CH3:26])[C:17]=1[CH3:21])([OH:1])=[O:20] |f:0.1,6.7|. Reported procedure: To a solution of silver nitrate (0.85 g, 5 mmol) in water (2.5 ml) was added an aqueous 2N lithium hydroxide solution (3 ml), followed by a solution of 7-(4-fluorobenzyloxy)-3-formyl-2-methyl-1-[(1S,2S)-2-methylcyclopropylmethyl]pyrrolo[2,3-d]pyridazine (0.177 g, 0.5 mmol) in ethanol (10 ml). The mixture was stirred at room temperature for 48 hours. To the reaction mixture was added 1N hydrochloric acid (3 ml) and the resulting mixture was filtered through celite (trade mark). The celite (trade ... Reaction SMILES: [OH:1][C:2]1[CH:3]=[C:4]2[C:9](=[C:10]([CH3:13])[C:11]=1[CH3:12])[O:8][C:7]([CH2:15][CH2:16][C:17]([OH:19])=O)([CH3:14])[CH2:6][CH2:5]2.[O:20]1[CH:25]=[CH:24][CH2:23][CH2:22][CH2:21]1.C1(C)C=CC(S([O-])(=O)=O)=CC=1.[NH+]1C=CC=CC=1>ClCCl.C1COCC1>[CH3:14][C:7]1([CH2:15][CH2:16][CH2:17][OH:19])[CH2:6][CH2:5][C:4]2[C:9](=[C:10]([CH3:13])[C:11]([CH3:12])=[C:2]([O:1][CH:21]3[CH2:22][CH2:23][CH2:24][CH2:25][O:20]3)[CH:3]=2)[O:8]1 |f:2.3|. The solvent is ClCCl (dichloromethane), C1CCOC1 (THF). Reaction conditions: time 8 hour. The product is CC1(OC2=C(C(=C(C=C2CC1)OC1OCCCC1)C)C)CCCO (3-[2,7,8-trimethyl-6-(tetrahydro-pyran-2-yloxy)-chroman-2-yl]-propan-1-ol). Starting materials: OC=1C=C2CCC(OC2=C(C1C)C)(C)CCC(=O)O (3-(6-hydroxy-2,7,8-trimethyl-chroman-2-yl)-propionic acid), O1CCCC=C1 (3,4-dihydro-2-H-pyran), C1(=CC=C(C=C1)S(=O)(=O)[O-])C.[NH+]1=CC=CC=C1 (pyridinium p-toluenesulfonate). Procedure: A mixture of 3-(6-hydroxy-2,7,8-trimethyl-chroman-2-yl)-propionic acid (500 mg), 3,4-dihydro-2-H-pyran (2 mL) and pyridinium p-toluenesulfonate (PPTS) (50 mg) in dichloromethane (20 mL) was stirred at RT for overnight. The mixture was washed with water, dried over MgSO4, and concentrated to give an oily residue. The oil was dissolved in THF, then LiAIH4 (85 mg) was added and the mixture was stirred at RT for 2 h. The excess LiAIH4 was destroyed by adding ethyl acetate, and the mixture was poured...